This data is from the Open Reaction Database (ORD), a public repository of structured organic reaction records. The task is: describe an organic reaction: reactants, conditions, products, and yield Reactants: C(C)(C)(C)OC(CC1(CC(=NO1)C1=C(C=CC(=C1)OC(C1=CC=C(C=C1)NC(=N)N)=O)C1CCCCC1)C(=O)OC(C)(C)C)=O (tert-butyl 5-(2-tert-butoxy-2-oxoethyl)-3-(5-((4-carbamimidamidobenzoyl)oxy)-2-cyclohexylphenyl)-4,5-dihydro-1,2-oxazole-5-carboxylate), C(=O)(C(F)(F)F)O (TFA). Conditions: time 2 hour. The product is FC(C(=O)O)(F)F.N(C(=N)N)C1=CC=C(C(=O)OC=2C=CC(=C(C2)C2=NOC(C2)(C(=O)O)CC(=O)O)C2CCCCC2)C=C1 (3-(5-((4-Carbamimidamidobenzoyl)oxy)-2-cyclohexylphenyl)-5-(carboxymethyl)-4,5-dihydro-1,2-oxazole-5-carboxylic acid trifluoroacetate). RXN SMILES: C([O:5][C:6](=[O:45])[CH2:7][C:8]1([C:38]([O:40]C(C)(C)C)=[O:39])[O:12][N:11]=[C:10]([C:13]2[CH:18]=[C:17]([O:19][C:20](=[O:31])[C:21]3[CH:26]=[CH:25][C:24]([NH:27][C:28]([NH2:30])=[NH:29])=[CH:23][CH:22]=3)[CH:16]=[CH:15][C:14]=2[CH:32]2[CH2:37][CH2:36][CH2:35][CH2:34][CH2:33]2)[CH2:9]1)(C)(C)C.[C:46]([OH:52])([C:48]([F:51])([F:50])[F:49])=[O:47]>>[F:49][C:48]([F:51])([F:50])[C:46]([OH:52])=[O:47].[NH:27]([C:24]1[CH:23]=[CH:22][C:21]([C:20]([O:19][C:17]2[CH:16]=[CH:15][C:14]([CH:32]3[CH2:33][CH2:34][CH2:35][CH2:36][CH2:37]3)=[C:13]([C:10]3[CH2:9][C:8]([CH2:7][C:6]([OH:45])=[O:5])([C:38]([OH:40])=[O:39])[O:12][N:11]=3)[CH:18]=2)=[O:31])=[CH:26][CH:25]=1)[C:28]([NH2:30])=[NH:29] |f:2.3|. Procedure details: A mixture of tert-butyl 5-(2-tert-butoxy-2-oxoethyl)-3-(5-((4-carbamimidamidobenzoyl)oxy)-2-cyclohexylphenyl)-4,5-dihydro-1,2-oxazole-5-carboxylate (12.7 mg) and TFA (1 mL) was stirred at room temperature for 2 hours. The reaction mixture was concentrated under reduced pressure, and then, the residue was washed with diethyl ether to obtain the title compound (5.8 mg). Reactants: II (iodine), C(C)(C)(C)[Li] (tert-butyllithium), solution, BrC1=CC=C2CCOCC2=C1 (7-bromoisochroman). Solvent: C1CCOC1 (THF), C1CCOC1 (THF). Reaction conditions: time 1 minute. Yields the product IC1=C2CCOCC2=CC=C1 (5-iodoisochroman). As a reaction SMILES: Br[C:2]1[CH:11]=[C:10]2[C:5]([CH2:6][CH2:7][O:8][CH2:9]2)=[CH:4][CH:3]=1.C([Li])(C)(C)C.[I:17]I>C1COCC1>[I:17][C:4]1[CH:3]=[CH:2][CH:11]=[C:10]2[C:5]=1[CH2:6][CH2:7][O:8][CH2:9]2. Procedure: A solution of 7-bromoisochroman (6.6 g; 30.98 mmol) in THF (100 ml) was cooled to -78° C. and treated with 2.1 eq of tert-butyllithium (40 ml of a 1.7M solution). After stirring the solution for one minute, iodine (8.64 g; 34.08 mmol) was added as a THF solution (50 ml). The reaction mixture was stirred for 30 minutes at -78° C. and one hour at room temperature. It was quenched with saturated aqueous ammonium chloride, and the organic phase was washed with aqueous sodium thiosulfate and brine, d... Reactants: CC1=CSC=2N=CNC(C21)=O (5-Methylthieno[2,3-d]pyrimidin-4(3H)-one), ClS(=O)(=O)O (chlorosulfonic acid), S(=O)(Cl)Cl (thionyl chloride). Reaction conditions: time 10 minute. Product: CC1=C(SC=2N=CNC(C21)=O)S(=O)(=O)Cl (5-methyl-4-oxo-3,4-dihydrothieno[2,3-d]pyrimidine-6-sulfonyl chloride). As a reaction SMILES: [CH3:1][C:2]1[C:10]2[C:9](=[O:11])[NH:8][CH:7]=[N:6][C:5]=2[S:4][CH:3]=1.[Cl:12][S:13](O)(=[O:15])=[O:14].S(Cl)(Cl)=O>>[CH3:1][C:2]1[C:10]2[C:9](=[O:11])[NH:8][CH:7]=[N:6][C:5]=2[S:4][C:3]=1[S:13]([Cl:12])(=[O:15])=[O:14]. Reported procedure: 5-Methylthieno[2,3-d]pyrimidin-4(3H)-one (2 g, 12 mmol) was added portionwise into chlorosulfonic acid (8.0 mL, 120 mmol) maintaining the internal temperature below 0° C. After addition the reaction was stirred for 10 minutes, thionyl chloride (4.4 mL, 60 mmol) added drop wise, the mixture stirred for 0.5 hours at ambient temperature and then at reflux for 2 hours. The solution was poured onto crushed ice, the precipitated solid collected by filtration, washed with ice-water, and dried under vac... Starting materials: CC1(C)C(C(=O)c2c[nH]c3ccc(OCc4ccccc4)cc23)C1(C)C, CS(=O)(=O)OCC1CCOCC1, [H-], [Na+], CN(C)C=O. Product: CC1(C)C(C(=O)c2cn(CC3CCOCC3)c3ccc(OCc4ccccc4)cc23)C1(C)C. Reaction SMILES: [CH2:1]([c:2]1[cH:3][cH:4][cH:5][cH:6][cH:7]1)[O:8][c:9]1[cH:10][c:11]2[c:12]([C:18](=[O:19])[CH:20]3[C:21]([CH3:25])([CH3:26])[C:22]3([CH3:23])[CH3:24])[cH:13][nH:14][c:15]2[cH:16][cH:17]1.[CH3:27][S:28]([O:29][CH2:32][CH:33]1[CH2:34][CH2:35][O:36][CH2:37][CH2:38]1)(=[O:30])=[O:31].[H-:40].[Na+:39].[O:41]=[CH:42][N:43]([CH3:44])[CH3:45]>>[CH2:1]([c:2]1[cH:3][cH:4][cH:5][cH:6][cH:7]1)[O:8][c:9]1[cH:10][c:11]2[c:12]([C:18](=[O:19])[CH:20]3[C:21]([CH3:25])([CH3:26])[C:22]3([CH3:23])[CH3:24])[cH:13][n:14]([CH2:32][CH:33]3[CH2:34][CH2:35][O:36][CH2:37][CH2:38]3)[c:15]2[cH:16][cH:17]1. Starting materials: [OH-].[Na+] (sodium hydroxide), COC(C1=C(C=C(C(=C1)OC)NC=1N=CC2=C(N(CC(C(N2C)=O)(F)F)C2CCCC2)N1)F)=O (4-(9-cyclopentyl-7,7-difluoro-5-methyl-6-oxo-6,7,8,9-tetrahydro-5H-pyrimido[4,5-b][1,4]diazepin-2-yl amino)-2-fluoro-5-methoxy-benzoic acid methyl ester). Solvent: O1C(CCC1)CO (tetrahydrofuran-methanol). Run at temperature 50 celsius, time 30 minute. Yields the product C1(CCCC1)N1C2=C(N(C(C(C1)(F)F)=O)C)C=NC(=N2)NC2=CC(=C(C(=O)O)C=C2OC)F (4-(9-cyclopentyl-7,7-difluoro-5-methyl-6-oxo-6,7,8,9-tetrahydro-5H-pyrimido[4,5-b][1,4]diazepin-2-ylamino)-2-fluoro-5-methoxy-benzoic acid). Isolated yield 101.3%. RXN SMILES: [OH-].[Na+].C[O:4][C:5](=[O:36])[C:6]1[CH:11]=[C:10]([O:12][CH3:13])[C:9]([NH:14][C:15]2[N:16]=[CH:17][C:18]3[N:24]([CH3:25])[C:23](=[O:26])[C:22]([F:28])([F:27])[CH2:21][N:20]([CH:29]4[CH2:33][CH2:32][CH2:31][CH2:30]4)[C:19]=3[N:34]=2)=[CH:8][C:7]=1[F:35]>O1CCCC1CO>[CH:29]1([N:20]2[CH2:21][C:22]([F:28])([F:27])[C:23](=[O:26])[N:24]([CH3:25])[C:18]3[CH:17]=[N:16][C:15]([NH:14][C:9]4[C:10]([O:12][CH3:13])=[CH:11][C:6]([C:5]([OH:36])=[O:4])=[C:7]([F:35])[CH:8]=4)=[N:34][C:19]2=3)[CH2:30][CH2:31][CH2:32][CH2:33]1 |f:0.1|. Procedure: An aqueous solution of 5 mL of aqueous 2M (0.010 mole) of sodium hydroxide was added to a solution of 0.51 g (0.00106 mole) of 4-(9-cyclopentyl-7,7-difluoro-5-methyl-6-oxo-6,7,8,9-tetrahydro-5H-pyrimido[4,5-b][1,4]diazepin-2-yl amino)-2-fluoro-5-methoxy-benzoic acid methyl ester (I-168) in 20 mL of tetrahydrofuran-methanol (3:1). The mixture was heated at 50° C. for 18 hours and then concentrated under reduced pressure. The residue was dissolved in water and acidified to pH 2 with 2M hydrochlori...